Task: describe an organic reaction: reactants, conditions, products, and yield. Dataset: the Open Reaction Database (ORD), a public repository of structured organic reaction records Starting materials: C(C)(=O)O[C@H]1CC(N(C1)CC#C)=O ((S)-4-(acetyloxy)-1-(2-propynyl)-2-pyrrolidinone), N1CCCCC1 (piperidine), C=O (paraformaldehyde), cupric chloride, [OH-].[NH4+] (ammonium hydroxide). Run in C(C)(=O)O (acetic acid), O1CCOCC1 (dioxane). Reaction conditions: time 30 minute. The product is C(C)(=O)O[C@H]1CC(N(C1)CC#CCN1CCCCC1)=O ((S)-4-(Acetyloxy)-1-[4-(1-piperidinyl)-2-butynyl]-2-pyrrolidinone). RXN SMILES: [C:1]([O:4][C@@H:5]1[CH2:9][N:8]([CH2:10][C:11]#[CH:12])[C:7](=[O:13])[CH2:6]1)(=[O:3])[CH3:2].[NH:14]1[CH2:19][CH2:18][CH2:17][CH2:16][CH2:15]1.[CH2:20]=O.[OH-].[NH4+]>C(O)(=O)C.O1CCOCC1>[C:1]([O:4][C@@H:5]1[CH2:9][N:8]([CH2:10][C:11]#[C:12][CH2:20][N:14]2[CH2:19][CH2:18][CH2:17][CH2:16][CH2:15]2)[C:7](=[O:13])[CH2:6]1)(=[O:3])[CH3:2] |f:3.4|. Procedure details: A mixture of 1.5 g of (S)-4-(acetyloxy)-1-(2-propynyl)-2-pyrrolidinone, 20 ml of dry dioxane, 1.64 ml of piperidine, 0.66 g of paraformaldehyde, 3.0 ml of acetic acid and 42 mg of cupric chloride was stirred for 30 minutes and then heated at reflux for 45 minutes. The mixture was basified to pH 10 with ammonium hydroxide and then extracted with 5×50 ml of dichloromethane The extracts were combined, dried, filtered and concentrated with toluene in vacuo. The residual oil was chromatographed on de...